This data is from the Open Reaction Database (ORD), a public repository of structured organic reaction records. The task is: describe an organic reaction: reactants, conditions, products, and yield The reactants are C(C(=O)[O-])(=O)[O-] (oxalate), C(C(=O)O)(=O)O.CN1C(N(C(C=C1N1CCN(CC1)CCCOC1=CC=CC2=C1C(C(=C(O2)C)C)=O)=O)C)=O (1,3-dimethyl-6-(4-[3-(2,3-dimethyl-4-oxo-4H-1-benzopyran-5-yl)oxypropyl]piperazine-1-yl)-2,4(1H,3H)-pyrimidinedione oxalate), CC=1OC2=C(C(C1C)=O)C(=CC=C2)OCCCBr (3-(2,3-dimethyl-4-oxo-4H-1-benzopyran-5-yl)oxypropyl bromide), CC=1OC2=C(C(C1C)=O)C(=CC=C2)OCCCBr (3-(2,3-dimethyl-4-oxo-4H-1-benzopyran-5-yl)oxypropyl bromide), CN1C(N(C(C=C1N1CCNCC1)=O)C)=O (1,3-dimethyl-6-(piperazine-1-yl)-2,4(1H,3H)-pyrimidinedione), CN1C(N(C(C=C1N1CCNCC1)=O)C)=O (1,3-dimethyl-6-(piperazine-1-yl)-2,4(1H,3H)-pyrimidinedione). The solvent is C(C)N(CC)CC (triethylamine), CN(C=O)C (N,N-dimethylformamide). Conditions: temperature 100 celsius. Yields the product CN1C(N(C(C=C1N1CCN(CC1)CCCOC1=CC=CC2=C1C(C(=C(O2)C)C)=O)=O)C)=O (1,3-dimethyl-6-(4-[3-(2,3-dimethyl-4-oxo-4H-1-benzopyran-5-yl)oxypropyl]piperazine-1-yl)-2,4(1H,3H)-pyrimidinedione). Yield: 84.0%. RXN SMILES: CC1OC2C=CC=C(OCCCBr)C=2C(=O)C=1C.CN1C(N2CCNCC2)=CC(=O)N(C)C1=O.C([O-])(=O)C([O-])=O.C(O)(=O)C(O)=O.[CH3:47][N:48]1[C:53]([N:54]2[CH2:59][CH2:58][N:57]([CH2:60][CH2:61][CH2:62][O:63][C:64]3[C:69]4[C:70](=[O:76])[C:71]([CH3:75])=[C:72]([CH3:74])[O:73][C:68]=4[CH:67]=[CH:66][CH:65]=3)[CH2:56][CH2:55]2)=[CH:52][C:51](=[O:77])[N:50]([CH3:78])[C:49]1=[O:79]>C(N(CC)CC)C.CN(C)C=O>[CH3:47][N:48]1[C:53]([N:54]2[CH2:55][CH2:56][N:57]([CH2:60][CH2:61][CH2:62][O:63][C:64]3[C:69]4[C:70](=[O:76])[C:71]([CH3:75])=[C:72]([CH3:74])[O:73][C:68]=4[CH:67]=[CH:66][CH:65]=3)[CH2:58][CH2:59]2)=[CH:52][C:51](=[O:77])[N:50]([CH3:78])[C:49]1=[O:79] |f:3.4|. Procedure details: To 2 ml of N,N-dimethylformamide were added 0.78 g of the previously obtained 3-(2,3-dimethyl-4-oxo-4H-1-benzopyran-5-yl)oxypropyl bromide (Compound 6), 0.9 g of 1,3-dimethyl-6-(piperazine-1-yl)-2,4(1H,3H)-pyrimidinedione (Compound 3) and 3 ml of triethylamine, and the solution was then heated at 100° C. for 3 hours in order to carry out reaction. The resultant reaction solution was treated and then purified in the same manner as in Example 1-(2) to obtain 0.96 g (yield 84%) of 1,3-dimethyl-6-(4... Reactants: CC(C)CC(NC(=O)c1ccc(C2CCOC2)c(OCC2CC2)n1)C(N)=O, Cc1nc(C(C)(C)N)no1, O=C(O)c1ccc(C2CCOC2)c(OCC2CC2)n1, O=C(O)c1ccc(C2CCCO2)c(OCC2CC2)n1. Product: Cc1nc(C(C)(C)NC(=O)c2ccc(C3CCCO3)c(OCC3CC3)n2)no1. RXN SMILES: [C:39]([CH:40]([NH:41][C:42]([c:43]1[cH:44][cH:45][c:46]([CH:47]2[CH2:48][CH2:49][O:50][CH2:51]2)[c:52]([O:53][CH2:54][CH:55]2[CH2:56][CH2:57]2)[n:58]1)=[O:59])[CH2:60][CH:61]([CH3:62])[CH3:63])(=[O:64])[NH2:65].[CH3:66][C:67]([NH2:68])([c:69]1[n:70][o:71][c:72]([CH3:74])[n:73]1)[CH3:75].[CH:1]1([CH2:2][O:3][c:4]2[n:5][c:6]([C:7]([OH:8])=[O:9])[cH:10][cH:11][c:12]2[CH:13]2[CH2:14][CH2:15][O:16][CH2:17]2)[CH2:18][CH2:19]1.[CH:20]1([CH2:23][O:24][c:25]2[c:26]([CH:34]3[O:35][CH2:36][CH2:37][CH2:38]3)[cH:27][cH:28][c:29]([C:31](=[O:32])[OH:33])[n:30]2)[CH2:21][CH2:22]1>>[CH:20]1([CH2:23][O:24][c:25]2[c:26]([CH:34]3[O:35][CH2:36][CH2:37][CH2:38]3)[cH:27][cH:28][c:29]([C:31](=[O:33])[NH:68][C:67]([CH3:66])([c:69]3[n:70][o:71][c:72]([CH3:74])[n:73]3)[CH3:75])[n:30]2)[CH2:21][CH2:22]1. Reactants: C[Mg]Br (methyl-magnesium bromide), C(C1=CC=CC=C1)C=1C=CC2=C(C=C(O2)C2=C(C=C(C=O)C=C2)F)C1 (4-(5-benzylbenzofuran-2-yl)-3-fluorobenzaldehyde), [NH4+].[Cl-] (NH4Cl). Run in C1CCOC1 (THF). Conditions: temperature 0 celsius, time 20 minute. The product is C(C1=CC=CC=C1)C=1C=CC2=C(C=C(O2)C2=C(C=C(C=C2)C(C)O)F)C1 (1-(4-(5-benzylbenzofuran-2-yl)-3-fluorophenyl)ethanol). As a reaction SMILES: [CH2:1]([C:8]1[CH:9]=[CH:10][C:11]2[O:15][C:14]([C:16]3[CH:23]=[CH:22][C:19]([CH:20]=[O:21])=[CH:18][C:17]=3[F:24])=[CH:13][C:12]=2[CH:25]=1)[C:2]1[CH:7]=[CH:6][CH:5]=[CH:4][CH:3]=1.[CH3:26][Mg]Br.[NH4+].[Cl-]>C1COCC1>[CH2:1]([C:8]1[CH:9]=[CH:10][C:11]2[O:15][C:14]([C:16]3[CH:23]=[CH:22][C:19]([CH:20]([OH:21])[CH3:26])=[CH:18][C:17]=3[F:24])=[CH:13][C:12]=2[CH:25]=1)[C:2]1[CH:7]=[CH:6][CH:5]=[CH:4][CH:3]=1 |f:2.3|. Reported procedure: To a mixture of 4-(5-benzylbenzofuran-2-yl)-3-fluorobenzaldehyde (0.559 g, 2 mmol) in THF at 0° C. was added methyl-magnesium bromide (1.4M solution in toluene/THF=3:1, 2.40 mL, 3 mmol) dropwise over 5 min. The mixture was allowed to stir for 20 min at 0° C., treated with NH4Cl, extracted with EtOAc, dried over MgSO4, and evaporated. The crude product was purified by flash chromatography (EtOAc/hexanes) to give 1-(4-(5-benzylbenzofuran-2-yl)-3-fluorophenyl)ethanol. 1H NMR (300 MHz, CDCl3) δ ppm ... Reactants: NC1=C(C=C(C=2C(C3=CC=CC=C3C(C12)=O)=O)NC1=C(C(=C(C(=C1C)S(=O)(=O)O)C)N)C)S(=O)(=O)O (1-Amino-4-(3'-amino-2',4',6'-trimethyl-5'-sulfoanilino)anthraquinone-2-sulfonic acid), N1=C(Cl)N=C(Cl)N=C1Cl (cyanuric chloride), 1-aminobenzene 4-β-sulfatoethylsulfone, 1-aminobenzene 3-β-sulfatoethylsulfone. Yields the product C1=CC=CC=2C(C3=CC=CC=C3C(C12)=O)=O (anthraquinone). As a reaction SMILES: N[C:2]1[C:15]2[C:14](=[O:16])[C:13]3[C:8](=[CH:9][CH:10]=[CH:11][CH:12]=3)[C:7](=[O:17])[C:6]=2[C:5](NC2C(C)=C(S(O)(=O)=O)C(C)=C(N)C=2C)=[CH:4][C:3]=1S(O)(=O)=O.N1C(Cl)=NC(Cl)=NC=1Cl>>[CH:9]1[C:8]2[C:7](=[O:17])[C:6]3[C:15](=[CH:2][CH:3]=[CH:4][CH:5]=3)[C:14](=[O:16])[C:13]=2[CH:12]=[CH:11][CH:10]=1. Procedure: 1-Amino-4-(3'-amino-2',4',6'-trimethyl-5'-sulfoanilino)anthraquinone-2-sulfonic acid (23.7 parts), cyanuric chloride (9.3 parts) and 1-aminobenzene-4-β-sulfatoethylsulfone (14.1 parts) were subjected to condensation in an aqueous medium one after another in a usual manner. Successively, the condensate was allowed to react with 1-aminobenzene-3-β-sulfatoethylsulfone (14.1 parts) at 60° to 70° C. under a weak acid condition. Thereafter, the reaction mixture was salted-out to separate crystals, the... Starting materials: ClCCC1=NNC2=C(C=CC=C2C1=O)C (3-(2-Chloroethyl)-8-methyl-4-oxo-(1H)-cinnoline), P(=O)(Cl)(Cl)Cl (phosphorus oxychloride). Yields the product ClCCC=1N=NC2=C(C=CC=C2C1Cl)C (3 -(2-Chloroethyl)-4-chloro-8-methylcinnoline). Reaction SMILES: [Cl:1][CH2:2][CH2:3][C:4]1[C:13](=O)[C:12]2[C:7](=[C:8]([CH3:15])[CH:9]=[CH:10][CH:11]=2)[NH:6][N:5]=1.P(Cl)(Cl)([Cl:18])=O>>[Cl:1][CH2:2][CH2:3][C:4]1[N:5]=[N:6][C:7]2[C:12]([C:13]=1[Cl:18])=[CH:11][CH:10]=[CH:9][C:8]=2[CH3:15]. Procedure details: 3-(2-Chloroethyl)-8-methyl-4-oxo-(1H)-cinnoline (9 g, 0.04 mol) and phosphorus oxychloride (100 ml) were heated under reflux for 2 hours. The excess phosphorus oxychloride was evaporated under reduced pressure and the residue was poured onto ice, basified with concentrated ammonia solution and extracted with chloroform (3×200 ml). The chloroform extracts were combined, dried over magnesium sulphate, filtered and evaporated under reduced pressure to give a dark brown solid. Recrystallization from... Starting materials: BrCCCCCCBr, CCCO, Cn1c(=O)c2[nH]cnc2n(C)c1=O, [Na+], [OH-], O. Yields the product Cn1c(=O)c2c(ncn2CCCCCCBr)n(C)c1=O. RXN SMILES: [Br:16][CH2:17][CH2:18][CH2:19][CH2:20][CH2:21][CH2:22][Br:23].[CH2:25]([OH:26])[CH2:27][CH3:28].[CH3:1][n:2]1[c:3](=[O:4])[n:5]([CH3:13])[c:6]2[n:7][cH:8][nH:9][c:10]2[c:11]1=[O:12].[Na+:15].[OH-:14].[OH2:24]>>[CH3:1][n:2]1[c:3](=[O:4])[n:5]([CH3:13])[c:6]2[n:7][cH:8][n:9]([CH2:22][CH2:21][CH2:20][CH2:19][CH2:18][CH2:17][Br:16])[c:10]2[c:11]1=[O:12].